Task: describe an organic reaction: reactants, conditions, products, and yield. Dataset: the Open Reaction Database (ORD), a public repository of structured organic reaction records The reactants are C(C)(C)(C)OC(=O)N1[C@@H](CC(C1)=NOC)C(=O)O ((2S,4EZ)-1-(tert-butoxycarbonyl)-4-(methoxyimino)-2-pyrrolidinecarboxylic acid), CC1=C(C=CC=C1)C1=CC(=C(C=C1)C(=O)O)C (2′,3-dimethyl[1,1′-biphenyl]-4-carboxylic acid), CO (methanol). Yields the product CC1=C(C=CC=C1)C1=CC(=C(C=C1)C(=O)N1[C@@H](CC(C1)=NOC)C(=O)OC)C (Methyl (2S,4EZ)-1-[(2′,3-dimethyl[1,1′-biphenyl]4-yl)carbonyl]-4-(methoxyimino)-2-pyrrolidinecarboxylate). RXN SMILES: C(O[C:6]([N:8]1[CH2:12][C:11](=[N:13][O:14][CH3:15])[CH2:10][C@H:9]1[C:16]([OH:18])=[O:17])=[O:7])(C)(C)C.[CH3:19][C:20]1[CH:25]=[CH:24][CH:23]=[CH:22][C:21]=1[C:26]1[CH:31]=[CH:30][C:29](C(O)=O)=[C:28]([CH3:35])[CH:27]=1.[CH3:36]O>>[CH3:19][C:20]1[CH:25]=[CH:24][CH:23]=[CH:22][C:21]=1[C:26]1[CH:31]=[CH:30][C:29]([C:6]([N:8]2[CH2:12][C:11](=[N:13][O:14][CH3:15])[CH2:10][C@H:9]2[C:16]([O:18][CH3:36])=[O:17])=[O:7])=[C:28]([CH3:35])[CH:27]=1. Procedure: Following the general method as outlined in Example 11, starting from (2S,4EZ)-1-(tert-butoxycarbonyl)-4-(methoxyimino)-2-pyrrolidinecarboxylic acid, 2′,3-dimethyl[1,1′-biphenyl]-4-carboxylic acid, and methanol, the title compound was isolated as a mixture of two isomers in 81.4% purity by HPLC. Reactants: NC1=C(C=CC=C1)CC(NC)C=1SC=CC1C (2-amino-N-methyl-α-(3-methyl-2-thienyl)benzeneethanamine), COC(C1=CC=CC=C1)(OC)OC (trimethyl orthobenzoate). Solvent: C(C)(=O)O (acetic acid). The product is CN1C(=NC2=C(CC1C=1SC=CC1C)C=CC=C2)C2=CC=CC=C2 (4,5-dihydro-3-methyl-4-(3-methyl-2-thienyl)-2-phenyl-3H-1,3-benzodiazepine). The yield is 91.4%. RXN SMILES: [NH2:1][C:2]1[CH:7]=[CH:6][CH:5]=[CH:4][C:3]=1[CH2:8][CH:9]([C:12]1[S:13][CH:14]=[CH:15][C:16]=1[CH3:17])[NH:10][CH3:11].CO[C:20](OC)(OC)[C:21]1[CH:26]=[CH:25][CH:24]=[CH:23][CH:22]=1>C(O)(=O)C>[CH3:11][N:10]1[CH:9]([C:12]2[S:13][CH:14]=[CH:15][C:16]=2[CH3:17])[CH2:8][C:3]2[CH:4]=[CH:5][CH:6]=[CH:7][C:2]=2[N:1]=[C:20]1[C:21]1[CH:26]=[CH:25][CH:24]=[CH:23][CH:22]=1. Procedure: A stirred solution of 2.19 g of 2-amino-N-methyl-α-(3-methyl-2-thienyl)benzeneethanamine and 9.88 g of trimethyl orthobenzoate was treated rapidly with 2.4 ml of glacial acetic acid, and heated under reflux for 8 hours. The solution was concentrated at 75° C. on a rotary evaporator (vacuum pump) to a syrup. The syrup was then partioned between 10% hydrochloric acid solution (50 ml) and ether. The aqueous phase was extracted again with ether, basified with 10% sodium hydroxide solution (60 ml) an... Reactants: O1C(CCCC1)SCC(C(=O)N1[C@H](C(=O)O)CCC1)C (1-[3-(tetrahydropyran-2-ylthio)-2-methylpropanoyl)-L-proline), Cl (hydrochloric acid). Run in CO (methanol). Conditions: time 30 minute. Product: SCC(C(=O)N1[C@H](C(=O)O)CCC1)C (1-(3-mercapto-2-methylpropanoyl)-L-proline). Reaction SMILES: O1CCCCC1[S:7][CH2:8][CH:9]([CH3:20])[C:10]([N:12]1[CH2:19][CH2:18][CH2:17][C@H:13]1[C:14]([OH:16])=[O:15])=[O:11].Cl>CO>[SH:7][CH2:8][CH:9]([CH3:20])[C:10]([N:12]1[CH2:19][CH2:18][CH2:17][C@H:13]1[C:14]([OH:16])=[O:15])=[O:11]. Reported procedure: A solution of 1-[3-(tetrahydropyran-2-ylthio)-2-methylpropanoyl)-L-proline (1 g.) in a mixture of methanol (25 ml.) and concentrated hydrochloric acid (25 ml.) is stored at room temperature for 30 minutes. The solvents are removed in vacuo to yield 1-(3-mercapto-2-methylpropanoyl)-L-proline. Rf : 0.35 (silica gel, Benzene/acetic acid, 3:1), Rf 0.5 (silica gel, Methyl-ethylketone/acetic acid/pyridine/water (14:1:2:1) identical to the compound of Example 34. Yields the product COc1ccc(S(=O)(=O)Nc2nc(-c3cccc([N+](=O)[O-])c3)cs2)cc1Br. The reactants are COc1ccccc1Br, Br, Cl, Nc1nc(-c2cccc([N+](=O)[O-])c2)cs1, O=S(=O)(Cl)Cl, c1ccncc1. RXN SMILES: [Br:22][c:23]1[cH:24][cH:25][cH:26][cH:27][c:28]1[O:29][CH3:30].[BrH:1].[ClH:31].[N+:2](=[O:3])([O-:4])[c:5]1[cH:6][c:7](-[c:11]2[n:12][c:13]([NH2:16])[s:14][cH:15]2)[cH:8][cH:9][cH:10]1.[S:17](=[O:18])(=[O:19])([Cl:20])[Cl:21].[cH:32]1[cH:33][cH:34][n:35][cH:36][cH:37]1>>[N+:2](=[O:3])([O-:4])[c:5]1[cH:6][c:7](-[c:11]2[n:12][c:13]([NH:16][S:17](=[O:18])(=[O:19])[c:25]3[cH:24][c:23]([Br:22])[c:28]([O:29][CH3:30])[cH:27][cH:26]3)[s:14][cH:15]2)[cH:8][cH:9][cH:10]1. The reactants are C(C)(C)(C)OC(=O)NCC(=O)OC1(CC1)CCOC1=CC=C2C(=CC=NC2=C1)OC1=C(C=C(C=C1)NC(=O)C=1C(N(N(C1C)C)C1=CC=CC=C1)=O)F (1-(2-(4-(4-(1,5-dimethyl-3-oxo-2-phenyl-2,3-dihydro-1H-pyrazole-4-carboxamido)-2-fluorophenoxy)quinolin-7-yloxy)ethyl)cyclopropyl 2-(tert-butoxy-carbonylamino)acetate), Cl (HCl). Run in C(C)(=O)OCC (ethyl acetate), CCOC(=O)C (EtOAc). Run at time 30 minute. Product: Cl.NCC(=O)OC1(CC1)CCOC1=CC=C2C(=CC=NC2=C1)OC1=C(C=C(C=C1)NC(=O)C=1C(N(N(C1C)C)C1=CC=CC=C1)=O)F (1-(2-(4-(4-(1,5-dimethyl-3-oxo-2-phenyl-2,3-dihydro-1H-pyrazole-4-carboxamido)-2-fluorophenoxy)quinolin-7-yloxy)ethyl)cyclopropyl 2-aminoacetate hydrochloride). Yield: 30.3%. RXN SMILES: C(OC([NH:8][CH2:9][C:10]([O:12][C:13]1([CH2:16][CH2:17][O:18][C:19]2[CH:28]=[C:27]3[C:22]([C:23]([O:29][C:30]4[CH:35]=[CH:34][C:33]([NH:36][C:37]([C:39]5[C:40](=[O:52])[N:41]([C:46]6[CH:51]=[CH:50][CH:49]=[CH:48][CH:47]=6)[N:42]([CH3:45])[C:43]=5[CH3:44])=[O:38])=[CH:32][C:31]=4[F:53])=[CH:24][CH:25]=[N:26]3)=[CH:21][CH:20]=2)[CH2:15][CH2:14]1)=[O:11])=O)(C)(C)C.[ClH:54]>C(OCC)(=O)C>[ClH:54].[NH2:8][CH2:9][C:10]([O:12][C:13]1([CH2:16][CH2:17][O:18][C:19]2[CH:28]=[C:27]3[C:22]([C:23]([O:29][C:30]4[CH:35]=[CH:34][C:33]([NH:36][C:37]([C:39]5[C:40](=[O:52])[N:41]([C:46]6[CH:47]=[CH:48][CH:49]=[CH:50][CH:51]=6)[N:42]([CH3:45])[C:43]=5[CH3:44])=[O:38])=[CH:32][C:31]=4[F:53])=[CH:24][CH:25]=[N:26]3)=[CH:21][CH:20]=2)[CH2:15][CH2:14]1)=[O:11] |f:3.4|. Procedure details: To a solution of 1-(2-(4-(4-(1,5-dimethyl-3-oxo-2-phenyl-2,3-dihydro-1H-pyrazole-4-carboxamido)-2-fluorophenoxy)quinolin-7-yloxy)ethyl)cyclopropyl 2-(tert-butoxy-carbonylamino)acetate (190 mg, 0.262 mmol) in 8 mL of ethyl acetate was added a solution of HCl in EtOAc (0.93 mol/L, 5 mL) dropwise. The reaction mixture was stirred at rt for 30 minutes and then filtered. The solid was washed with ethyl acetate (20 mL×3) to afford the title compound as a white solid (54 mg, 30.3%). Starting materials: C1COCCO1, O, NC(=O)Cc1cn2c3c(cccc13)CCC2. The product is NC(=O)C(=O)c1cn2c3c(cccc13)CCC2. Reaction SMILES: [O:17]1[CH2:18][CH2:19][O:20][CH2:21][CH2:22]1.[OH2:23].[c:1]1([CH2:13][C:14](=[O:15])[NH2:16])[cH:2][n:3]2[c:12]3[c:7]([cH:8][cH:9][cH:10][c:11]13)[CH2:6][CH2:5][CH2:4]2>>[c:1]1([C:13]([C:14](=[O:15])[NH2:16])=[O:17])[cH:2][n:3]2[c:12]3[c:7]([cH:8][cH:9][cH:10][c:11]13)[CH2:6][CH2:5][CH2:4]2.